From a dataset of the Open Reaction Database (ORD), a public repository of structured organic reaction records. describe an organic reaction: reactants, conditions, products, and yield Starting materials: C1CCOC1, CC(C)[N-]C(C)C, O=C1c2c(-c3ccc(F)cc3)noc2CCC1CCCCl, CI, [Li+], O. Yields the product CC1CC(CCCCl)C(=O)c2c(-c3ccc(F)cc3)noc21. Reaction SMILES: [CH2:33]1[O:34][CH2:35][CH2:36][CH2:37]1.[CH:22]([N-:23][CH:24]([CH3:25])[CH3:26])([CH3:27])[CH3:28].[Cl:1][CH2:2][CH2:3][CH2:4][CH:5]1[CH2:6][CH2:7][c:8]2[c:9]([c:10](-[c:13]3[cH:14][cH:15][c:16]([F:19])[cH:17][cH:18]3)[n:11][o:12]2)[C:20]1=[O:21].[I:30][CH3:31].[Li+:29].[OH2:32]>>[Cl:1][CH2:2][CH2:3][CH2:4][CH:5]1[CH2:6][CH:7]([CH3:22])[c:8]2[c:9]([c:10](-[c:13]3[cH:14][cH:15][c:16]([F:19])[cH:17][cH:18]3)[n:11][o:12]2)[C:20]1=[O:21]. Starting materials: FC(C(=O)O)(F)F (Trifluoroacetic acid), NC1=C2C(=NC=N1)N(N=C2Br)C(C)C=2C(=C(C(=C(C2)Cl)C)C2CN(C2)C(=O)OC(C)(C)C)OC (tert-butyl 3-{3-[1-(4-amino-3-bromo-1H-pyrazolo[3,4-d]pyrimidin-1-yl)ethyl]-5-chloro-2-methoxy-6-methylphenyl}azetidine-1-carboxylate). The solvent is C(Cl)Cl (methylene chloride), ClCCl (dichloromethane), [OH-].[Na+] (NaOH). Run at time 2 hour. Product: N1CC(C1)C=1C(=C(C=C(C1C)Cl)C(C)N1N=C(C=2C1=NC=NC2N)Br)OC (1-[1-(3-Azetidin-3-yl-5-chloro-2-methoxy-4-methylphenyl)ethyl]-3-bromo-1H-pyrazolo[3,4-d]pyrimidin-4-amine). RXN SMILES: FC(F)(F)C(O)=O.[NH2:8][C:9]1[N:14]=[CH:13][N:12]=[C:11]2[N:15]([CH:19]([C:21]3[C:22]([O:40][CH3:41])=[C:23]([CH:29]4[CH2:32][N:31](C(OC(C)(C)C)=O)[CH2:30]4)[C:24]([CH3:28])=[C:25]([Cl:27])[CH:26]=3)[CH3:20])[N:16]=[C:17]([Br:18])[C:10]=12>C(Cl)Cl.[OH-].[Na+]>[NH:31]1[CH2:32][CH:29]([C:23]2[C:22]([O:40][CH3:41])=[C:21]([CH:19]([N:15]3[C:11]4=[N:12][CH:13]=[N:14][C:9]([NH2:8])=[C:10]4[C:17]([Br:18])=[N:16]3)[CH3:20])[CH:26]=[C:25]([Cl:27])[C:24]=2[CH3:28])[CH2:30]1 |f:3.4|. Procedure: Trifluoroacetic acid (1.2 mL, 16 mmol) was added to a solution of tert-butyl 3-{3-[1-(4-amino-3-bromo-1H-pyrazolo[3,4-d]pyrimidin-1-yl)ethyl]-5-chloro-2-methoxy-6-methylphenyl}azetidine-1-carboxylate (224 mg, 0.407 mmol) in methylene chloride (2.5 mL) and stirred for 2 h at room temp. The mixture was diluted with dichloromethane and 1 N NaOH was added and stirred rapidly for a few minutes. The layers were separated and the aqueous extracted with dichloromethane. The combined organics were dried ... The reactants are C1(CCCCC1)CN1CC(C1)CO (1-cyclohexylmethyl-3-azetidinemethanol), FC1=CC=C(C=C1)[N+](=O)[O-] (1-fluoro-4-nitrobenzene). Yields the product C1(CCCCC1)CN1CC(C1)COC1=CC=C(C=C1)[N+](=O)[O-] (1-Cyclohexylmethyl-3-[(4-nitrophenoxy)methyl]azetidine). RXN SMILES: [CH:1]1([CH2:7][N:8]2[CH2:11][CH:10]([CH2:12][OH:13])[CH2:9]2)[CH2:6][CH2:5][CH2:4][CH2:3][CH2:2]1.F[C:15]1[CH:20]=[CH:19][C:18]([N+:21]([O-:23])=[O:22])=[CH:17][CH:16]=1>>[CH:1]1([CH2:7][N:8]2[CH2:11][CH:10]([CH2:12][O:13][C:15]3[CH:20]=[CH:19][C:18]([N+:21]([O-:23])=[O:22])=[CH:17][CH:16]=3)[CH2:9]2)[CH2:6][CH2:5][CH2:4][CH2:3][CH2:2]1. Procedure: In a manner similar to Preparation 2, react 1-cyclohexylmethyl-3-azetidinemethanol with 1-fluoro-4-nitrobenzene to obtain the title compound. Reactants: ClCCl, O=C(O)C(F)(F)F, CC(C)(C)OC(=O)N1CCCC1Cn1nnc2cncnc21. Product: c1ncc2nnn(CC3CCCN3)c2n1. Reaction SMILES: [Cl:23][CH2:24][Cl:25].[F:26][C:27]([F:28])([F:29])[C:30]([OH:31])=[O:32].[n:1]1[n:2][n:3]([CH2:10][CH:11]2[N:12]([C:16]([O:17][C:18]([CH3:19])([CH3:20])[CH3:21])=[O:22])[CH2:13][CH2:14][CH2:15]2)[c:4]2[n:5][cH:6][n:7][cH:8][c:9]12>>[n:1]1[n:2][n:3]([CH2:10][CH:11]2[NH:12][CH2:13][CH2:14][CH2:15]2)[c:4]2[n:5][cH:6][n:7][cH:8][c:9]12. Starting materials: C(C=C)C1=C(C=CC=C1)N(CC(=O)O)C1=CC=CC=C1 (N-(2-allylphenyl)phenylglycine), Cl (HCl), C([O-])(O)=O.[Na+] (sodium bicarbonate). Solvent: CO (CH3OH). The product is COC(CN(C1=C(C=CC=C1)CC=C)C1=CC=CC=C1)=O (N-(2-allylphenyl)phenylglycine methyl ester). As a reaction SMILES: [CH2:1]([C:4]1[CH:9]=[CH:8][CH:7]=[CH:6][C:5]=1[N:10]([C:15]1[CH:20]=[CH:19][CH:18]=[CH:17][CH:16]=1)[CH2:11][C:12]([OH:14])=[O:13])[CH:2]=[CH2:3].Cl.[C:22](=O)(O)[O-].[Na+]>CO>[CH3:22][O:13][C:12](=[O:14])[CH2:11][N:10]([C:15]1[CH:20]=[CH:19][CH:18]=[CH:17][CH:16]=1)[C:5]1[CH:6]=[CH:7][CH:8]=[CH:9][C:4]=1[CH2:1][CH:2]=[CH2:3] |f:2.3|. Procedure: A solution of 0.06 mol of N-(2-allylphenyl)phenylglycine, prepared as described by A. Padwa, H. L. Gingrich, and R. Lim in J. Org. Chem.,1982, 47, 2447-2456, and 0.066 mol of HCl in 100 mL of CH3OH is stirred at reflux for 8 hours. The solution is then cooled and treated with 0.066 mol of sodium bicarbonate. The solvent is removed by rotary evaporator, and the residue is dissolved in diethyl ether, filtered, dried over MgSO4, and filtered. The solvent is removed by rotary evaporator to give N-(2... Reactants: N1=C(C=CC=C1)C1(CCCC1)C(=O)O (1-pyridin-2-yl-cyclopentanecarboxylic acid), C(C)(=O)OCC (ethyl acetate). The solvent is O1CCCC1 (tetrahydrofuran), CCCCCC (Hexane), O1CCCC1 (tetrahydrofuran). Reaction conditions: time 1 hour. Product: N1=C(C=CC=C1)C1(CCCC1)CO ((1-Pyridin-2-yl-cyclopentyl)-methanol). As a reaction SMILES: [N:1]1[CH:6]=[CH:5][CH:4]=[CH:3][C:2]=1[C:7]1([C:12](O)=[O:13])[CH2:11][CH2:10][CH2:9][CH2:8]1.C(OCC)(=O)C>O1CCCC1.CCCCCC>[N:1]1[CH:6]=[CH:5][CH:4]=[CH:3][C:2]=1[C:7]1([CH2:12][OH:13])[CH2:11][CH2:10][CH2:9][CH2:8]1. Procedure details: To a stirred solution of 1-pyridin-2-yl-cyclopentanecarboxylic acid (431) (5 g, 26.178 mmol) in tetrahydrofuran was added BH3.tetrahydrofuran (1M) (52.36 mL) at 0° C. and stirring was continued for 1 h, then this reaction mixture was allowed to stir at room temperature for 5 h while silica thin layer chromatography was performed (50% ethyl acetate in Hexane; Rf=0.5). Reactants: C(C)(C)(C)OC(=O)[C@@H]1N(CCC1)C(COC1=CC=C(C2=CC=CC=C12)OCC(=O)N1[C@H](CCC1)C(=O)OC(C)(C)C)=O ((R)-1-[[4-[2-[(R)-2-tert-butoxycarbonyl-pyrrolidin-1-yl)-2-oxo-ethoxy]-naphthalen-1-yloxy]-acetyl]-pyrrolidine-2-carboxylic acid tert-butyl ester). Procedure details: A solution of 172 mg (0.30 mmol) (R)-1-[[4-[2-[(R)-2-tert-butoxycarbonyl-pyrrolidin-1-yl)-2-oxo-ethoxy]-naphthalen-1-yloxy]-acetyl]-pyrrolidine-2-carboxylic acid tert-butyl ester in 1.5 ml trifluoroacetic acid was stirred for 4 h at room temperature. The solvent was removed in vacuo and the residue suspended in 10 ml ether. The resulting suspension was stirred overnight. Filtration and drying gave 140 mg (quantitative) of the title compound as a light brown powder. Reaction conditions: time 8 hour. The solvent is FC(C(=O)O)(F)F (trifluoroacetic acid). RXN SMILES: C([O:5][C:6]([C@H:8]1[CH2:12][CH2:11][CH2:10][N:9]1[C:13](=[O:42])[CH2:14][O:15][C:16]1[C:25]2[C:20](=[CH:21][CH:22]=[CH:23][CH:24]=2)[C:19]([O:26][CH2:27][C:28]([N:30]2[CH2:34][CH2:33][CH2:32][C@@H:31]2[C:35]([O:37]C(C)(C)C)=[O:36])=[O:29])=[CH:18][CH:17]=1)=[O:7])(C)(C)C>FC(F)(F)C(O)=O>[C:35]([C@H:31]1[CH2:32][CH2:33][CH2:34][N:30]1[C:28](=[O:29])[CH2:27][O:26][C:19]1[C:20]2[C:25](=[CH:24][CH:23]=[CH:22][CH:21]=2)[C:16]([O:15][CH2:14][C:13]([N:9]2[CH2:10][CH2:11][CH2:12][C@@H:8]2[C:6]([OH:7])=[O:5])=[O:42])=[CH:17][CH:18]=1)([OH:37])=[O:36]. The product is C(=O)(O)[C@@H]1N(CCC1)C(COC1=CC=C(C2=CC=CC=C12)OCC(=O)N1[C@H](CCC1)C(=O)O)=O ((R)-1-[[4-[2-[(R)-2-Carboxy-pyrrolidin-1-yl)-2-oxo-ethoxy]-naphthalen-1-yloxy]-acetyl]-pyrrolidine-2-carboxylic acid). Starting materials: C1(CCCC1)C1=NC(=CC(=C1)C1=NC(=NO1)C1=CC(=C(C(=C1)C)OC[C@H]1OC1)CC)OC ((S)-5-(2-cyclopentyl-6-methoxypyridin-4-yl)-3-(3-ethyl-5-methyl-4-(oxiran-2-ylmethoxy)phenyl)-1,2,4-oxadiazole), N (NH3). Run in CO (methanol). Product: N (NH3), NC[C@@H](COC1=C(C=C(C=C1C)C1=NOC(=N1)C1=CC(=NC(=C1)OC)C1CCCC1)CC)O ((S)-1-amino-3-(4-(5-(2-cyclopentyl-6-methoxypyridin-4-yl)-1,2,4-oxadiazol-3-yl)-2-ethyl-6-methylphenoxy)propan-2-ol). As a reaction SMILES: [CH:1]1([C:6]2[CH:11]=[C:10]([C:12]3[O:16][N:15]=[C:14]([C:17]4[CH:22]=[C:21]([CH3:23])[C:20]([O:24][CH2:25][C@@H:26]5[CH2:28][O:27]5)=[C:19]([CH2:29][CH3:30])[CH:18]=4)[N:13]=3)[CH:9]=[C:8]([O:31][CH3:32])[N:7]=2)[CH2:5][CH2:4][CH2:3][CH2:2]1.[NH3:33]>CO>[NH3:7].[NH2:33][CH2:28][C@H:26]([OH:27])[CH2:25][O:24][C:20]1[C:21]([CH3:23])=[CH:22][C:17]([C:14]2[N:13]=[C:12]([C:10]3[CH:9]=[C:8]([O:31][CH3:32])[N:7]=[C:6]([CH:1]4[CH2:5][CH2:4][CH2:3][CH2:2]4)[CH:11]=3)[O:16][N:15]=2)=[CH:18][C:19]=1[CH2:29][CH3:30]. Reported procedure: A solution of (S)-5-(2-cyclopentyl-6-methoxypyridin-4-yl)-3-(3-ethyl-5-methyl-4-(oxiran-2-ylmethoxy)phenyl)-1,2,4-oxadiazole (350 mg, 0.804 mmol) in 7 N NH3 in methanol (15 mL) is stirred at 45° C. for 18 h. The solvent is evaporated and the crude product is purified by CC on silica gel eluting with DCM:7 N NH3 in methanol 94:6 to give (S)-1-amino-3-(4-(5-(2-cyclopentyl-6-methoxypyridin-4-yl)-1,2,4-oxadiazol-3-yl)-2-ethyl-6-methylphenoxy)propan-2-ol (256 mg) as a pale yellow solid; LC-MS: tR=0.8... Starting materials: ClC=1C=C(C=CC1)C#CC1=NOC2(C1)CN(CC2)C(=O)N (3-[(3-Chlorophenyl)ethynyl]-1-oxa-2,7-diazaspiro[4.4]non-2-ene-7-carboxamide), CN=C=O (methylisocyanate), ClC=1C=C(C=CC1)C#CC1=NOC2(C1)CNCC2 (3-[(3-Chlorophenyl)ethynyl]-1-oxa-2,7-diazaspiro[4.4]non-2-ene), O1C(=CC=C1)C(=O)Cl (2-furoyl chloride). Product: ClC=1C=C(C=CC1)C#CC=1CC2(ON1)CCN(CC2)C(=O)C=2OC=CC2 ([2-[2-(3-Chlorophenyl)ethynyl]-4-oxa-3,8-diazaspiro[4.5]dec-2-en-8-yl]-(2-furyl)methanone). RXN SMILES: [Cl:1][C:2]1[CH:3]=[C:4]([C:8]#[C:9][C:10]2[CH2:14][C:13]3([CH2:18][CH2:17][N:16]([C:19](N)=O)[CH2:15]3)[O:12][N:11]=2)[CH:5]=[CH:6][CH:7]=1.ClC1C=C(C#CC2CC3(CCNC3)ON=2)C=CC=1.[O:40]1[CH:44]=[CH:43][CH:42]=[C:41]1[C:45](Cl)=[O:46].CN=C=O>>[Cl:1][C:2]1[CH:3]=[C:4]([C:8]#[C:9][C:10]2[CH2:14][C:13]3([CH2:15][CH2:19][N:16]([C:45]([C:41]4[O:40][CH:44]=[CH:43][CH:42]=4)=[O:46])[CH2:17][CH2:18]3)[O:12][N:11]=2)[CH:5]=[CH:6][CH:7]=1. Reported procedure: The title compound was synthesized following the method herein described for the compound of Example 96, but replacing Compound 22c for Compound 27d and 2-furoyl chloride for methylisocyanate. After the usual work-up procedure the crude was purified by means of automated flash chromatography (Isolera®TM-Biotage; gradient Petroleum Ether-EtOAc from 95:5 to 8:2) giving 105 mg of the title compound. Yield: 60.2%. The reagents and catalysts are [Fe] (iron). Starting materials: C(C)(=O)N(C(C)=O)C1=NSC2=C1C=C(C=C2)[N+](=O)[O-] (N-acetyl-N-(5-nitro-benzo[d]isothiazol-3-yl)-acetamide), C(C)(=O)O (acetic acid), C([O-])(O)=O.[Na+] (sodium bicarbonate). Procedure details: To a suspension of N-acetyl-N-(5-nitro-benzo[d]isothiazol-3-yl)-acetamide (1.133 g, 4.06 mmol) in a 1:1 acetic acid:ethyl acetate solution (70 mL) at 50° C. was added iron powder (680 mg, 12.2 mmol). The resulting mixture was stirred at 50° C. for 5 h, then cooled, poured into saturated sodium bicarbonate and extracted into ethyl acetate. The organic layers were combined, washed with water and then brine, dried (MgSO4), filtered, and evaporated. The residue was purified using flash chromatograph... Yield: 37.8%. Run at temperature 50 celsius, time 5 hour. RXN SMILES: [C:1]([N:4]([C:8]1[C:12]2[CH:13]=[C:14]([N+:17]([O-])=O)[CH:15]=[CH:16][C:11]=2[S:10][N:9]=1)[C:5](=[O:7])[CH3:6])(=[O:3])[CH3:2].C(O)(=O)C.C(=O)(O)[O-].[Na+]>[Fe].C(OCC)(=O)C>[C:1]([N:4]([C:8]1[C:12]2[CH:13]=[C:14]([NH2:17])[CH:15]=[CH:16][C:11]=2[S:10][N:9]=1)[C:5](=[O:7])[CH3:6])(=[O:3])[CH3:2] |f:2.3|. Product: C(C)(=O)N(C(C)=O)C1=NSC2=C1C=C(C=C2)N (N-acetyl-N-(5-amino-benzo[d]isothiazol-3-yl)-acetamide). Solvent: C(C)(=O)OCC (ethyl acetate).